describe an organic reaction: reactants, conditions, products, and yield From a dataset of the Open Reaction Database (ORD), a public repository of structured organic reaction records. The reactants are C1(=CC=CC=C1)O (phenol), [OH-].[Na+] (NaOH), C(C1=CC=CC=C1)OC(=O)N[C@@H]1C(N[C@H]1OC(C)=O)=O ((3S, 4S)-3-benzyloxycarbonylamino-4-acetoxy-azetidin-2-one), O (H2O). Run in C1CCOC1 (THF), C1CCOC1 (THF). Run at temperature 0 celsius, time 1 hour. The product is C(C1=CC=CC=C1)OC(=O)N[C@@H]1C(N[C@H]1OC1=CC=CC=C1)=O ((3S, 4S)-3-benzyloxycarbonylamino-4-phenoxy-azetidin-2-one), C(C1=CC=CC=C1)OC(=O)N[C@@H]1C(N[C@@H]1OC1=CC=CC=C1)=O ((3S, 4R)-3-benzyloxycarbonylamino-4-phenoxy-azetidin-2-one), mixture. As a reaction SMILES: [C:1]1([OH:7])[CH:6]=[CH:5][CH:4]=[CH:3][CH:2]=1.[OH-].[Na+].[CH2:10]([O:17][C:18]([NH:20][C@H:21]1[C@H:24]([O:25][C:26](=O)[CH3:27])[NH:23][C:22]1=[O:29])=[O:19])[C:11]1[CH:16]=[CH:15][CH:14]=[CH:13][CH:12]=1.O>C1COCC1>[CH2:10]([O:17][C:18]([NH:20][C@H:21]1[C@H:24]([O:7][C:1]2[CH:6]=[CH:5][CH:4]=[CH:3][CH:2]=2)[NH:23][C:22]1=[O:29])=[O:19])[C:11]1[CH:12]=[CH:13][CH:14]=[CH:15][CH:16]=1.[CH2:10]([O:17][C:18]([NH:20][C@H:21]1[C@@H:24]([O:25][C:26]2[CH:3]=[CH:2][CH:1]=[CH:6][CH:27]=2)[NH:23][C:22]1=[O:29])=[O:19])[C:11]1[CH:16]=[CH:15][CH:14]=[CH:13][CH:12]=1 |f:1.2|. Procedure: To a solution of phenol (2.82 g 30 mmole) in THF (30 ml) and 1N NaOH (26 ml, 26 mmole), (3S, 4S)-3-benzyloxycarbonylamino-4-acetoxy-azetidin-2-one (5.56 g, 20 mmole) in THF (40 ml) and H2O (20 ml) is added at 0° C. The mixture is stirred at 0° C for 1 hour and then at room temperature for 30 min. After removal of solvent, the residue is dissolved in ethyl acetate, washed with water, brine and dried over sodium sulphate. After removal of solvent, the residue is purified by silica gel column chrom... Reaction conditions: time 60 hour. As a reaction SMILES: [Br:1][CH2:2]/[CH:3]=[CH:4]/[C:5]1[CH:10]=[CH:9][CH:8]=[CH:7][CH:6]=1.[N+](=[CH:13][C:14]([O:16][CH2:17][CH3:18])=[O:15])=[N-]>ClCCl.CC(O)=O.CC(O)=O.CC(O)=O.CC(O)=O.[Rh].[Rh]>[Br:1][CH2:2][CH:3]1[CH:4]([C:5]2[CH:10]=[CH:9][CH:8]=[CH:7][CH:6]=2)[CH:13]1[C:14]([O:16][CH2:17][CH3:18])=[O:15] |f:3.4.5.6.7.8|. Reagents/catalysts: CC(=O)O.CC(=O)O.CC(=O)O.CC(=O)O.[Rh].[Rh] (rhodium (II) acetate dimer). Isolated yield 7.4%. Reported procedure: To a solution of [(E)-3-bromo-1-propenyl]benzene (705 mg, 3.58 mmol) in dichloromethane (1 ml) was added rhodium (II) acetate dimer (20 mg, 0.05 mmol). To the mixture was added dropwise at room temperature over 4 h a solution of ethyl diazoacetate (0.43 ml, 0.47 g, 4.15 mmol) in dichloromethane (2.5 ml). The mixture was stirred at room temperature for 60 h. The mixture was purified by silica column (40 g) chromatography eluting with 1:1 hexane:dichloromethane then dichloromethane. Product-contai... Run in ClCCl (dichloromethane), ClCCl (dichloromethane). Starting materials: BrC/C=C/C1=CC=CC=C1 ([(E)-3-bromo-1-propenyl]benzene), [N+](=[N-])=CC(=O)OCC (ethyl diazoacetate). The product is BrCC1C(C1C1=CC=CC=C1)C(=O)OCC (Ethyl 2-(bromomethyl)-3-phenylcyclopropanecarboxylate). As a reaction SMILES: [CH2:53]([N+:54]([CH2:55][CH2:56][CH2:57][CH3:58])([CH2:59][CH2:60][CH2:61][CH3:62])[CH2:63][CH2:64][CH2:65][CH3:66])[CH2:67][CH2:68][CH3:69].[CH2:5]([CH:6]=[CH2:7])[O:8][c:9]1[c:10]([C:11](=[O:12])[O:13][C:14]([CH3:15])([CH3:16])[CH3:17])[c:18]([CH2:26][O:27][c:28]2[cH:29][cH:30][c:31](-[c:34]3[cH:35][c:36]([Cl:47])[c:37]([CH2:40][C:41](=[O:42])[O:43][CH2:44][CH:45]=[CH2:46])[cH:38][cH:39]3)[cH:32][cH:33]2)[cH:19][cH:20][c:21]1[C:22]([F:23])([F:24])[F:25].[CH3:3][I:4].[Cl:70][CH2:71][Cl:72].[Na+:2].[OH-:1].[S:48]([O-:49])([OH:50])(=[O:51])=[O:52]>>[CH3:3][CH:40]([c:37]1[c:36]([Cl:47])[cH:35][c:34](-[c:31]2[cH:30][cH:29][c:28]([O:27][CH2:26][c:18]3[c:10]([C:11](=[O:12])[O:13][C:14]([CH3:15])([CH3:16])[CH3:17])[c:9]([O:8][CH2:5][CH:6]=[CH2:7])[c:21]([C:22]([F:23])([F:24])[F:25])[cH:20][cH:19]3)[cH:33][cH:32]2)[cH:39][cH:38]1)[C:41](=[O:42])[O:43][CH2:44][CH:45]=[CH2:46]. The product is C=CCOC(=O)C(C)c1ccc(-c2ccc(OCc3ccc(C(F)(F)F)c(OCC=C)c3C(=O)OC(C)(C)C)cc2)cc1Cl. Reactants: CCCC[N+](CCCC)(CCCC)CCCC, C=CCOC(=O)Cc1ccc(-c2ccc(OCc3ccc(C(F)(F)F)c(OCC=C)c3C(=O)OC(C)(C)C)cc2)cc1Cl, CI, ClCCl, [Na+], [OH-], O=S(=O)([O-])O. Product: COC(=O)C1=CC2=C(SC(=C2)C)C=C1 (2-methylbenzo[b]thiophene-5-carboxylic acid methyl ester). Procedure details: A solution of 2-methylbenzo[b]thiophene-5-carboxylic acid (17.4 g) in methanol (250 ml) was saturated with hydrogen chloride and then heated under reflux for 30 minutes. The solid which crystallised out on cooling was filtered off and dried to give 2-methylbenzo[b]thiophene-5-carboxylic acid methyl ester (16.7 g), m.p. 97°-98°. Reaction SMILES: [CH3:1][C:2]1[S:6][C:5]2[CH:7]=[CH:8][C:9]([C:11]([OH:13])=[O:12])=[CH:10][C:4]=2[CH:3]=1.Cl.[CH3:15]O>>[CH3:15][O:12][C:11]([C:9]1[CH:8]=[CH:7][C:5]2[S:6][C:2]([CH3:1])=[CH:3][C:4]=2[CH:10]=1)=[O:13]. Reactants: CC1=CC2=C(S1)C=CC(=C2)C(=O)O (2-methylbenzo[b]thiophene-5-carboxylic acid), Cl (hydrogen chloride), CO (methanol). The reactants are aqueous solution, CN(CCN(C)C)C (N,N,N',N'-tetramethyl-1,2-ethanediamine), Cl (hydrochloric acid). Product: Cl.Cl.CN(CCN(C)C)C (N,N,N',N'-tetramethyl-1,2-ethanediamine dihydrochloride). As a reaction SMILES: [CH3:1][N:2]([CH3:8])[CH2:3][CH2:4][N:5]([CH3:7])[CH3:6].[ClH:9]>>[ClH:9].[ClH:9].[CH3:1][N:2]([CH3:8])[CH2:3][CH2:4][N:5]([CH3:7])[CH3:6] |f:2.3.4|. Reported procedure: A 1000 ml four-neck flask equipped with a reflux condenser, mechanical stirrer, thermometer and a dropping funnel was charged with 187.8 g (1.0 mole) of a 61.9 percent aqueous solution of N,N,N',N'-tetramethyl-1,2-ethanediamine. The solution was cooled with an ice-water bath and 197.1 g (2 moles) of 37 percent hydrochloric acid was added at such a rate as to keep the temperature below 45° C. To the well-agitated N,N,N',N'-tetramethyl-1,2-ethanediamine dihydrochloride solution so obtained, 185.0 ... The reactants are C(CCCCCC)C=1C=NC(=NC1)C1=C(C(=C(C=C1)O)F)F (5-heptyl-2-(2,3-difluoro-4-hydroxyphenyl)pyrimidine), C(=O)([O-])[O-].[K+].[K+] (K2CO3), S(=O)(=O)(OCC(CCCCCC)F)C1=CC=C(C)C=C1 (2-fluoro-1-octyl tosylate). Run in C(C)C(=O)C (methyl ethyl ketone). Product: C(CCCCCC)C=1C=NC(=NC1)C1=C(C(=C(C=C1)OCC(CCCCCC)F)F)F (5-n-heptyl-2-[2,3-difluoro-4-(2-fluorooctyloxy)phenyl]pyrimidine). RXN SMILES: [CH2:1]([C:8]1[CH:9]=[N:10][C:11]([C:14]2[CH:19]=[CH:18][C:17]([OH:20])=[C:16]([F:21])[C:15]=2[F:22])=[N:12][CH:13]=1)[CH2:2][CH2:3][CH2:4][CH2:5][CH2:6][CH3:7].C([O-])([O-])=O.[K+].[K+].S(C1C=CC(C)=CC=1)(O[CH2:33][CH:34]([F:41])[CH2:35][CH2:36][CH2:37][CH2:38][CH2:39][CH3:40])(=O)=O>C(C(C)=O)C>[CH2:1]([C:8]1[CH:13]=[N:12][C:11]([C:14]2[CH:19]=[CH:18][C:17]([O:20][CH2:33][CH:34]([F:41])[CH2:35][CH2:36][CH2:37][CH2:38][CH2:39][CH3:40])=[C:16]([F:21])[C:15]=2[F:22])=[N:10][CH:9]=1)[CH2:2][CH2:3][CH2:4][CH2:5][CH2:6][CH3:7] |f:1.2.3|. Procedure: 0.08 mol of 5-heptyl-2-(2,3-difluoro-4-hydroxyphenyl)pyrimidine, together with 11.6 g of K2CO3 and 25.6 g of optically active 2-fluoro-1-octyl tosylate in 70 ml of methyl ethyl ketone, are refluxed for 12 hours under a protective gas atmosphere. The reaction mixture is then hydolysed [sic], and the product is then worked up in a customary manner and purified by chromatography, to give optically active 5-n-heptyl-2-[2,3-difluoro-4-(2-fluorooctyloxy)phenyl]pyrimidine of melting point 56° C.